This data is from the Open Reaction Database (ORD), a public repository of structured organic reaction records. The task is: describe an organic reaction: reactants, conditions, products, and yield The reactants are N1N=CC=C1 (pyrazole), ClC=1N=C(C2=C(N1)SC(=C2C)C)NCC2=CC1=C(C=C2)OCCO1 (2-chloro-5,6-dimethyl-4-(3,4-ethylendioxybenzylamino)-thieno-[2,3-d]-pyrimidine). The product is N1(N=CC=C1)C=1N=C(C2=C(N1)SC(=C2C)C)NCC2=CC1=C(C=C2)OCCO1 (2-(pyrazol-1-yl)-5,6-dimethyl-4-(3,4-ethylendioxybenzylamino)-thieno-[2,3-d]-pyrimidine). Reaction SMILES: [NH:1]1[CH:5]=[CH:4][CH:3]=[N:2]1.Cl[C:7]1[N:8]=[C:9]([NH:18][CH2:19][C:20]2[CH:25]=[CH:24][C:23]3[O:26][CH2:27][CH2:28][O:29][C:22]=3[CH:21]=2)[C:10]2[C:15]([CH3:16])=[C:14]([CH3:17])[S:13][C:11]=2[N:12]=1>>[N:1]1([C:7]2[N:8]=[C:9]([NH:18][CH2:19][C:20]3[CH:25]=[CH:24][C:23]4[O:26][CH2:27][CH2:28][O:29][C:22]=4[CH:21]=3)[C:10]3[C:15]([CH3:16])=[C:14]([CH3:17])[S:13][C:11]=3[N:12]=2)[CH:5]=[CH:4][CH:3]=[N:2]1. Procedure details: Following the procedure of Example 97, the reaction of pyrazole with 2-chloro-5,6-dimethyl-4-(3,4-ethylendioxybenzylamino)-thieno-[2,3-d]-pyrimidine gives 2-(pyrazol-1-yl)-5,6-dimethyl-4-(3,4-ethylendioxybenzylamino)-thieno-[2,3-d]-pyrimidine.